This data is from the Open Reaction Database (ORD), a public repository of structured organic reaction records. The task is: describe an organic reaction: reactants, conditions, products, and yield The reactants are C(=NC1CCCCC1)=NC1CCCCC1, CCC=CCC=CCC=CCC=CCC=CCC=CCCC(=O)NC(C)CN, O=C(O)c1ccccc1O, c1c[nH]cn1. Yields the product CCC=CCC=CCC=CCC=CCC=CCC=CCCC(=O)NC(C)CNC(=O)c1ccccc1O. As a reaction SMILES: [CH:44]1([N:45]=[C:46]=[N:47][CH:48]2[CH2:49][CH2:50][CH2:51][CH2:52][CH2:53]2)[CH2:54][CH2:55][CH2:56][CH2:57][CH2:58]1.[NH2:1][CH2:2][CH:3]([CH3:4])[NH:5][C:6]([CH2:7][CH2:8][CH:9]=[CH:10][CH2:11][CH:12]=[CH:13][CH2:14][CH:15]=[CH:16][CH2:17][CH:18]=[CH:19][CH2:20][CH:21]=[CH:22][CH2:23][CH:24]=[CH:25][CH2:26][CH3:27])=[O:28].[OH:29][C:30](=[O:31])[c:32]1[cH:33][cH:34][cH:35][cH:36][c:37]1[OH:38].[nH:39]1[cH:40][cH:41][n:42][cH:43]1>>[NH:1]([CH2:2][CH:3]([CH3:4])[NH:5][C:6]([CH2:7][CH2:8][CH:9]=[CH:10][CH2:11][CH:12]=[CH:13][CH2:14][CH:15]=[CH:16][CH2:17][CH:18]=[CH:19][CH2:20][CH:21]=[CH:22][CH2:23][CH:24]=[CH:25][CH2:26][CH3:27])=[O:28])[C:30](=[O:29])[c:32]1[cH:33][cH:34][cH:35][cH:36][c:37]1[OH:38]. Reactants: hydrochloride salt, Cl (hydrogen chloride), NC1=CN=CC2=CC=CC=C12 (4-aminoisoquinoline), C(=O)(N1C=NC=C1)N1C=NC=C1 (1,1'-carbonyl diimidazole), NC=1C=C2C=CN(C2=CC1)C (5-amino-1-methyl-indole). Run in CCOCC.C(C)O (ether ethanol). Yields the product CN1C=CC2=CC(=CC=C12)NC(=O)NC1=CN=CC2=CC=CC=C12 (N-(1-Methyl-5-indolyl)-N'-(4-isoquinolyl) urea). Reaction SMILES: [NH2:1][C:2]1[C:11]2[C:6](=[CH:7][CH:8]=[CH:9][CH:10]=2)[CH:5]=[N:4][CH:3]=1.[C:12](N1C=CN=C1)(N1C=CN=C1)=[O:13].[NH2:24][C:25]1[CH:26]=[C:27]2[C:31](=[CH:32][CH:33]=1)[N:30]([CH3:34])[CH:29]=[CH:28]2.Cl>CCOCC.C(O)C>[CH3:34][N:30]1[C:31]2[C:27](=[CH:26][C:25]([NH:24][C:12]([NH:1][C:2]3[C:11]4[C:6](=[CH:7][CH:8]=[CH:9][CH:10]=4)[CH:5]=[N:4][CH:3]=3)=[O:13])=[CH:33][CH:32]=2)[CH:28]=[CH:29]1 |f:4.5|. Reported procedure: The title compound was prepared from 4-aminoisoquinoline, 1,1'-carbonyl diimidazole and 5-amino-1-methyl-indole using a procedure similar to that described for Example 1, and then converted to the hydrochloride salt using hydrogen chloride in ether/ethanol, in 26% overall yield, m.p. 195°-197° C.